Dataset: the Open Reaction Database (ORD), a public repository of structured organic reaction records. Task: describe an organic reaction: reactants, conditions, products, and yield Starting materials: BrC1=CC=C(C=C1)S (4-bromothiophenol), CC(=CC(=O)Cl)C (dimethylacryloyl chloride). Solvent: C1CCOC1 (THF), C1CCOC1 (THF). Reaction conditions: temperature 0 celsius, time 30 minute. Product: CC(=CC(=O)SC1=CC=C(C=C1)Br)C (S-(4-bromophenyl) 3.3-dimethylthioacrylate). Reaction SMILES: [Br:1][C:2]1[CH:7]=[CH:6][C:5]([SH:8])=[CH:4][CH:3]=1.[CH3:9][C:10]([CH3:15])=[CH:11][C:12](Cl)=[O:13]>C1COCC1>[CH3:9][C:10]([CH3:15])=[CH:11][C:12]([S:8][C:5]1[CH:6]=[CH:7][C:2]([Br:1])=[CH:3][CH:4]=1)=[O:13]. Procedure details: To an ice bath cooled solution of 1.92 g (80 mmol) of NaH (obtained from a 60% suspension in mineral oil by 3×15 ml hexane wash) in 30 ml of dry THF was added slowly under argon a solution of 15.1 g (80 mmol) of 4-bromothiophenol in 60 ml of dry THF over 1 h. The mixture was stirred at 0 degrees C. for a further 30 min and then treated with a solution of 10.1 g (85 mmol) of dimethylacryloyl chloride in 30 ml of dry THF. The cooling bath was then removed and the mixture then stirred at room tempe... The reactants are C1(=CC=CC=C1)C1=NNC2=CC=C(C=C12)Cl (3-Phenyl-5-chloroindazole), N1(CCCCC1)CCCl (piperidinoethyl chloride), [OH-].[Na+] (sodium hydroxide). Reagents/catalysts: [Cl-].C(C)[N+](CC1=CC=CC=C1)(CC)CC (triethylbenzylammonium chloride). Run at temperature 70 celsius, time 1 hour. Yields the product Cl.N1(CCCCC1)C(C)C1=C2C(=NNC2=CC=C1Cl)C1=CC=CC=C1 (1-piperidinoethyl-3-phenyl-5-chloroindazole hydrochloride). Yield: 114.4%. RXN SMILES: [C:1]1([C:7]2[C:15]3[C:10](=[CH:11][CH:12]=[C:13]([Cl:16])[CH:14]=3)[NH:9][N:8]=2)[CH:6]=[CH:5][CH:4]=[CH:3][CH:2]=1.[N:17]1([CH2:23][CH2:24]Cl)[CH2:22][CH2:21][CH2:20][CH2:19][CH2:18]1.[OH-].[Na+]>[Cl-].C([N+](CC)(CC)CC1C=CC=CC=1)C>[ClH:16].[N:17]1([CH:23]([C:14]2[C:13]([Cl:16])=[CH:12][CH:11]=[C:10]3[C:15]=2[C:7]([C:1]2[CH:2]=[CH:3][CH:4]=[CH:5][CH:6]=2)=[N:8][NH:9]3)[CH3:24])[CH2:22][CH2:21][CH2:20][CH2:19][CH2:18]1 |f:2.3,4.5,6.7|. Reported procedure: 3-Phenyl-5-chloroindazole (4.57 g), piperidinoethyl chloride (3.6 g), and triethylbenzylammonium chloride (0.5 g) were added to 50% aqueous sodium hydroxide solution (5 ml) followed by stirring at 70° C for 1 hour. After completion of the reaction, the mixture was extracted with benzene and the extract was washed with water, dried over sodium sulfate and concentrated. The residue was treated with ethanol-hydrochloric acid to obtain 4.3 g of 1-piperidinoethyl-3-phenyl-5-chloroindazole hydrochlori... The reactants are BrC1=CC=C(C=N1)C[C@@H](C#N)NC(=O)[C@H]1N(CCCC1)C(=O)OC(C)(C)C ((S)-tert-butyl 2-((S)-2-(6-bromopyridin-3-yl)-1-cyanoethylcarbamoyl)piperidine-1-carboxylate), OC1=C(C=CC=C1)B(O)O (2-hydroxyphenylboronic acid). Procedure details: Prepared by a process analogous to that described in Method 2 Example 2 using (S)-tert-butyl 2-((S)-2-(6-bromopyridin-3-yl)-1-cyanoethylcarbamoyl)piperidine-1-carboxylate and 2-hydroxyphenylboronic acid. The product is C(#N)[C@H](CC=1C=NC(=CC1)C1=C(C=CC=C1)O)NC(=O)[C@H]1NCCCC1 ((S)-N-((S)-1-Cyano-2-(6-(2-hydroxyphenyl)pyridin-3-yl)ethyl)piperidine-2-carboxamide). RXN SMILES: Br[C:2]1[N:7]=[CH:6][C:5]([CH2:8][C@H:9]([NH:12][C:13]([C@@H:15]2[CH2:20][CH2:19][CH2:18][CH2:17][N:16]2C(OC(C)(C)C)=O)=[O:14])[C:10]#[N:11])=[CH:4][CH:3]=1.[OH:28][C:29]1[CH:34]=[CH:33][CH:32]=[CH:31][C:30]=1B(O)O>>[C:10]([C@@H:9]([NH:12][C:13]([C@@H:15]1[CH2:20][CH2:19][CH2:18][CH2:17][NH:16]1)=[O:14])[CH2:8][C:5]1[CH:6]=[N:7][C:2]([C:30]2[CH:31]=[CH:32][CH:33]=[CH:34][C:29]=2[OH:28])=[CH:3][CH:4]=1)#[N:11]. The reactants are Cl (hydrochloric acid), CO (Methanol), aqueous solution, [OH-].[Na+] (sodium hydroxide), COC(C1=CC=C(C=C1)C#CC#CC1CC1)=O (4-(4-cyclopropylbuta-1,3-diyn-1-yl)benzoic acid methyl ester). Solvent: O (water), C(C)(=O)OCC (Ethyl acetate), O1CCOCC1 (1,4-dioxane). Reaction conditions: time 2.5 hour. Yields the product C1(CC1)C#CC#CC1=CC=C(C(=O)O)C=C1 (4-(4-cyclopropylbuta-1,3-diyn-1-yl)benzoic acid). The yield is 96.3%. Reaction SMILES: CO.[OH-].[Na+].C[O:6][C:7](=[O:21])[C:8]1[CH:13]=[CH:12][C:11]([C:14]#[C:15][C:16]#[C:17][CH:18]2[CH2:20][CH2:19]2)=[CH:10][CH:9]=1.Cl>O.C(OCC)(=O)C.O1CCOCC1>[CH:18]1([C:17]#[C:16][C:15]#[C:14][C:11]2[CH:10]=[CH:9][C:8]([C:7]([OH:21])=[O:6])=[CH:13][CH:12]=2)[CH2:20][CH2:19]1 |f:1.2|. Procedure: Methanol (3.0 mL), 1,4-dioxane (3.0 mL), and a 20% aqueous solution (1.5 mL) of sodium hydroxide were added to 4-(4-cyclopropylbuta-1,3-diyn-1-yl)benzoic acid methyl ester (0.31 g) as obtained in Example 6-(1), whereafter the mixture was stirred for 2.5 hours at room temperature. Ethyl acetate and water were added, and the mixture was adjusted to pH 3 with 6 mol/L of hydrochloric acid to isolate the organic layer. The extract was dried over anhydrous magnesium sulfate, and then the desiccant was... Reactants: CCO, CC(=O)C(CCC(=O)O)(Cc1cccc(Cl)c1)c1ccccc1, O=Cc1ccc(Cl)cc1, [Na+], [OH-], O. RXN SMILES: [CH3:35][CH2:36][OH:37].[Cl:10][c:11]1[cH:12][c:13]([CH2:14][C:15]([CH2:16][CH2:17][C:18](=[O:19])[OH:20])([C:21]([CH3:22])=[O:23])[c:24]2[cH:25][cH:26][cH:27][cH:28][cH:29]2)[cH:30][cH:31][cH:32]1.[Cl:1][c:2]1[cH:3][cH:4][c:5]([CH:6]=[O:7])[cH:8][cH:9]1.[Na+:34].[OH-:33].[OH2:38]>>[Cl:1][c:2]1[cH:3][cH:4][c:5]([CH:6]=[CH:22][C:21]([C:15]([CH2:14][c:13]2[cH:12][c:11]([Cl:10])[cH:32][cH:31][cH:30]2)([CH2:16][CH2:17][C:18](=[O:19])[OH:20])[c:24]2[cH:25][cH:26][cH:27][cH:28][cH:29]2)=[O:23])[cH:8][cH:9]1. Yields the product O=C(O)CCC(Cc1cccc(Cl)c1)(C(=O)C=Cc1ccc(Cl)cc1)c1ccccc1.